From a dataset of the Open Reaction Database (ORD), a public repository of structured organic reaction records. describe an organic reaction: reactants, conditions, products, and yield Reaction SMILES: [C:6]([CH3:7])([CH3:8])([CH3:9])[O:10][C:11](=[O:12])[N:13]1[CH:14]([C:17](=[O:18])[OH:19])[CH2:15][CH2:16]1.[CH2:23]1[O:24][CH2:25][CH2:26][CH2:27]1.[CH3:1][Si:2]([Cl:3])([CH3:4])[CH3:5].[CH3:20][OH:21].[OH2:22]>>[C:6]([CH3:7])([CH3:8])([CH3:9])[O:10][C:11](=[O:12])[N:13]1[CH:14]([CH2:17][OH:18])[CH2:15][CH2:16]1. Reactants: CC(C)(C)OC(=O)N1CCC1C(=O)O, C1CCOC1, C[Si](C)(C)Cl, CO, O. The product is CC(C)(C)OC(=O)N1CCC1CO. Starting materials: C(C)(=O)N1[C@H](C[C@H](C2=CC(=CC=C12)C(=O)O)NC1=CC=C(C=C1)C=1N=C(SC1)C)C ((2S,4R)-1-acetyl-2-methyl-4-{[4-(2-methylthiazol-4-yl)phenyl]amino}-1,2,3,4-tetrahydroquinoline-6-carboxylic acid), N (ammonia). The product is C(C)(=O)N1C(CC(C2=CC(=CC=C12)C(=O)N)NC1=CC=C(C=C1)C=1N=C(SC1)C)C (1-acetyl-2-methyl-4-{[4-(2-methylthiazol-4-yl)phenyl]amino}-1,2,3,4-tetrahydroquinoline-6-carboxamide). Reaction SMILES: [C:1]([N:4]1[C:13]2[C:8](=[CH:9][C:10]([C:14](O)=[O:15])=[CH:11][CH:12]=2)[C@H:7]([NH:17][C:18]2[CH:23]=[CH:22][C:21]([C:24]3[N:25]=[C:26]([CH3:29])[S:27][CH:28]=3)=[CH:20][CH:19]=2)[CH2:6][C@@H:5]1[CH3:30])(=[O:3])[CH3:2].[NH3:31]>>[C:1]([N:4]1[C:13]2[C:8](=[CH:9][C:10]([C:14]([NH2:31])=[O:15])=[CH:11][CH:12]=2)[CH:7]([NH:17][C:18]2[CH:23]=[CH:22][C:21]([C:24]3[N:25]=[C:26]([CH3:29])[S:27][CH:28]=3)=[CH:20][CH:19]=2)[CH2:6][CH:5]1[CH3:30])(=[O:3])[CH3:2]. Procedure: Reactions and treatments were carried out in the same manner as in Example 118, using 105.4 mg of (2S,4R)-1-acetyl-2-methyl-4-{[4-(2-methylthiazol-4-yl)phenyl]amino}-1,2,3,4-tetrahydroquinoline-6-carboxylic acid instead of (2S,4R)-1-acetyl-2-methyl-4-(4-morpholinophenoxy)-1,2,3,4-tetrahydroquinoline-6-carboxylic acid, and using aqueous ammonia instead of monomethylamine. Thus, 74.9 mg (75.5%, cis:trans=10:1) of the title compound was obtained as a pale yellow crystalline powder. Starting materials: C[Si](C)(C)[N-][Si](C)(C)C.[Na+] (NaHMDS), C(C)NC1=CC=CC=C1 (N-ethylaniline), ClC1=NC2=C(C=CC=C2C=C1)C1=CC=2C(NCCC2N1)=O (2-(2-chloroquinolin-8-yl)-6,7-dihydro-1H-pyrrolo[3,2-c]pyridin-4(5H)-one). Run at time 2 hour. Product: C(C)N(C1=NC2=C(C=CC=C2C=C1)C1=CC=2C(NCCC2N1)=O)C1=CC=CC=C1 (2-(2-(ethyl(phenyl)amino)quinolin-8-yl)-6,7-dihydro-1H-pyrrolo[3,2-c]pyridin-4(5H)-one). Yield: 40.8%. As a reaction SMILES: C[Si]([N-][Si](C)(C)C)(C)C.[Na+].[CH2:11]([NH:13][C:14]1[CH:19]=[CH:18][CH:17]=[CH:16][CH:15]=1)[CH3:12].Cl[C:21]1[CH:30]=[CH:29][C:28]2[C:23](=[C:24]([C:31]3[NH:39][C:38]4[CH2:37][CH2:36][NH:35][C:34](=[O:40])[C:33]=4[CH:32]=3)[CH:25]=[CH:26][CH:27]=2)[N:22]=1>>[CH2:11]([N:13]([C:14]1[CH:19]=[CH:18][CH:17]=[CH:16][CH:15]=1)[C:21]1[CH:30]=[CH:29][C:28]2[C:23](=[C:24]([C:31]3[NH:39][C:38]4[CH2:37][CH2:36][NH:35][C:34](=[O:40])[C:33]=4[CH:32]=3)[CH:25]=[CH:26][CH:27]=2)[N:22]=1)[CH3:12] |f:0.1|. Reported procedure: NaHMDS (1.0 M solution in THF; 1.975 ml, 1.975 mmol) was added to N-ethylaniline (0.249 ml, 1.975 mmol) and 2-(2-chloroquinolin-8-yl)-6,7-dihydro-1H-pyrrolo[3,2-c]pyridin-4(5H)-one (Example 1; 0.084 g, 0.282 mmol). The dark red reaction was stirred rapidly at RT. After 2 h, the reaction was quenched with saturated aq. NH4Cl. The reaction was partitioned between saturated aq. NH4Cl and DCM. The aq. layer was extracted with DCM (3×), and the combined organics were dried over anhydrous Na2SO4, filt... Starting materials: COC(=O)C1CCC(C)c2c(-c3ccc(Cl)cc3)noc2C1, Cl, [Na+], C1COCCO1, [OH-], O. Yields the product CC1CCC(C(=O)O)Cc2onc(-c3ccc(Cl)cc3)c21. RXN SMILES: [Cl:1][c:2]1[cH:3][cH:4][c:5](-[c:8]2[n:9][o:10][c:11]3[c:12]2[CH:13]([CH3:22])[CH2:14][CH2:15][CH:16]([C:18](=[O:19])[O:20][CH3:21])[CH2:17]3)[cH:6][cH:7]1.[ClH:26].[Na+:24].[O:27]1[CH2:28][CH2:29][O:30][CH2:31][CH2:32]1.[OH-:23].[OH2:25]>>[Cl:1][c:2]1[cH:3][cH:4][c:5](-[c:8]2[n:9][o:10][c:11]3[c:12]2[CH:13]([CH3:22])[CH2:14][CH2:15][CH:16]([C:18](=[O:19])[OH:20])[CH2:17]3)[cH:6][cH:7]1.